Dataset: the Open Reaction Database (ORD), a public repository of structured organic reaction records. Task: describe an organic reaction: reactants, conditions, products, and yield Reactants: NC1=C(C(=O)OC)C=CC=N1 (methyl 2-aminonicotinate), [OH-].[Na+] (sodium hydroxide), Cl (hydrochloric acid). The solvent is C1CCOC1 (THF). Reaction conditions: time 8 hour. Product: NC1=NC=CC=C1C(=O)O (2-aminopyridine-3-carboxylic Acid). Isolated yield 49.0%. Reaction SMILES: [NH2:1][C:2]1[N:11]=[CH:10][CH:9]=[CH:8][C:3]=1[C:4]([O:6]C)=[O:5].[OH-].[Na+].Cl>C1COCC1>[NH2:1][C:2]1[C:3]([C:4]([OH:6])=[O:5])=[CH:8][CH:9]=[CH:10][N:11]=1 |f:1.2|. Reported procedure: A mixture of methyl 2-aminonicotinate (4 g) and 2M aqueous sodium hydroxide solution (35 mL) in THF (50 mL) was stirred at room temperature overnight. The reaction mixture was neutralized with 1M hydrochloric acid, and extracted with ethyl acetate. The aqueous layer was acidified with 1M hydrochloric acid, and extracted with THF. The organic layers were combined, washed with water and saturated brine, dried over anhydrous magnesium sulfate and concentrated under reduced pressure to give the titl... The reactants are CC(=O)OC1CC2C(O)CC3C4CCC(C(C)CCCC(C)C)C4(C)CCC3C2(C)CC1F, CCOC(C)=O, O=P(Cl)(Cl)Cl, c1ccncc1. Product: CC(=O)OC1CC2=CCC3C(CCC4(C)C(C(C)CCCC(C)C)CCC34)C2(C)CC1F. As a reaction SMILES: [C:1]([CH3:2])(=[O:3])[O:4][CH:5]1[CH2:6][CH:7]2[CH:8]([OH:33])[CH2:9][CH:10]3[CH:11]4[CH2:12][CH2:13][CH:14]([CH:15]([CH2:16][CH2:17][CH2:18][CH:19]([CH3:20])[CH3:21])[CH3:22])[C:23]4([CH3:32])[CH2:24][CH2:25][CH:26]3[C:27]2([CH3:31])[CH2:28][CH:29]1[F:30].[CH3:39][CH2:40][O:41][C:42](=[O:43])[CH3:44].[P:34]([Cl:35])([Cl:36])([Cl:37])=[O:38].[cH:45]1[cH:46][cH:47][n:48][cH:49][cH:50]1>>[C:1]([CH3:2])(=[O:3])[O:4][CH:5]1[CH2:6][C:7]2=[CH:8][CH2:9][CH:10]3[CH:11]4[CH2:12][CH2:13][CH:14]([CH:15]([CH2:16][CH2:17][CH2:18][CH:19]([CH3:20])[CH3:21])[CH3:22])[C:23]4([CH3:32])[CH2:24][CH2:25][CH:26]3[C:27]2([CH3:31])[CH2:28][CH:29]1[F:30]. The reactants are Cl.OCCC1NCCCCC1 (2-(2-hydroxyethyl)-hexahydro-azepinehydrochloride), COC=1C=C(C=CC1OC)CCBr (2-(3,4-dimethoxy-phenyl)ethylbromide), [OH-].[Na+] (sodium hydroxide), [OH-].[Na+] (sodium hydroxide). Solvent: C(C)N(CC)CC (triethylamine), C(Cl)Cl (methylene chloride), C(Cl)Cl (methylene chloride). Yields the product COC=1C=C(C=CC1OC)CCN1C(CCCCC1)CCO (N- [2-(3,4-Dimethoxy-phenyl)-ethyl]-2-(2-hydroxyethyl)hexahydro-azepine). RXN SMILES: Cl.[OH:2][CH2:3][CH2:4][CH:5]1[CH2:11][CH2:10][CH2:9][CH2:8][CH2:7][NH:6]1.[OH-].[Na+].[CH3:14][O:15][C:16]1[CH:17]=[C:18]([CH2:24][CH2:25]Br)[CH:19]=[CH:20][C:21]=1[O:22][CH3:23]>C(Cl)Cl.C(N(CC)CC)C>[CH3:14][O:15][C:16]1[CH:17]=[C:18]([CH2:24][CH2:25][N:6]2[CH2:7][CH2:8][CH2:9][CH2:10][CH2:11][CH:5]2[CH2:4][CH2:3][OH:2])[CH:19]=[CH:20][C:21]=1[O:22][CH3:23] |f:0.1,2.3|. Reported procedure: 2.9 g (0.016 mol) of 2-(2-hydroxyethyl)-hexahydro-azepinehydrochloride are liberated with concentrated sodium hydroxide solution, taken up in methylene chloride and, after drying, evaporated down over magnesium sulphate. The residue is refluxed for 2 hours with 3.9 g (0.016 mol) of 2-(3,4-dimethoxy-phenyl)ethylbromide in 10 ml of triethylamine. After cooling, the reaction mixture is combined with 2 molar sodium hydroxide solution/methylene chloride. The alkaline phase is separated off and extrac... Starting materials: C(C1=CC=CC=C1)N=C1CC(CCC1)NC(OC(C)(C)C)=O (tert-butyl 3-(benzylimino)cyclohexylcarbamate), FC1=C(C[Mg]Cl)C=CC=C1 ((2-fluorobenzyl)magnesium chloride), CCOCC (ether), O (water). Solvent: C1CCOC1 (THF). Reaction conditions: time 8 hour. Product: C(C1=CC=CC=C1)NC1(CC(CCC1)NC(OC(C)(C)C)=O)CC1=C(C=CC=C1)F (tert-butyl 3-(benzylamino)-3-(2-fluorobenzyl)cyclohexylcarbamate). RXN SMILES: [CH2:1]([N:8]=[C:9]1[CH2:14][CH2:13][CH2:12][CH:11]([NH:15][C:16](=[O:22])[O:17][C:18]([CH3:21])([CH3:20])[CH3:19])[CH2:10]1)[C:2]1[CH:7]=[CH:6][CH:5]=[CH:4][CH:3]=1.[F:23][C:24]1[CH:32]=[CH:31][CH:30]=[CH:29][C:25]=1[CH2:26][Mg]Cl.CCOCC.O>C1COCC1>[CH2:1]([NH:8][C:9]1([CH2:26][C:25]2[CH:29]=[CH:30][CH:31]=[CH:32][C:24]=2[F:23])[CH2:14][CH2:13][CH2:12][CH:11]([NH:15][C:16](=[O:22])[O:17][C:18]([CH3:19])([CH3:21])[CH3:20])[CH2:10]1)[C:2]1[CH:7]=[CH:6][CH:5]=[CH:4][CH:3]=1. Procedure: To the solution of tert-butyl 3-(benzylimino)cyclohexylcarbamate (4 mmol) in THF (10 mL) was added a solution of (2-fluorobenzyl)magnesium chloride in ether (9 mmol, 0.25 M, 36 mL) at 0° C. The reaction mixture was allowed to warm to room temperature and stirred for overnight. The reaction mixture was added to the iced water. The organics were extracted using EtOAc from the aqueous mixture. The EtOAc solution was concentrated. The product, tert-butyl 3-(benzylamino)-3-(2-fluorobenzyl)cyclohexylc...